This data is from the Open Reaction Database (ORD), a public repository of structured organic reaction records. The task is: describe an organic reaction: reactants, conditions, products, and yield Starting materials: C1CCOC1, CC(=O)Cl, COc1ccc(-c2n[nH]c3nc(N)sc23)cc1. Product: COc1ccc(-c2n[nH]c3nc(NC(C)=O)sc23)cc1. Reaction SMILES: [CH2:22]1[O:23][CH2:24][CH2:25][CH2:26]1.[CH3:18][C:19]([Cl:20])=[O:21].[CH3:1][O:2][c:3]1[cH:4][cH:5][c:6](-[c:9]2[n:10][nH:11][c:12]3[n:13][c:14]([NH2:17])[s:15][c:16]23)[cH:7][cH:8]1>>[CH3:1][O:2][c:3]1[cH:4][cH:5][c:6](-[c:9]2[n:10][nH:11][c:12]3[n:13][c:14]([NH:17][C:19]([CH3:18])=[O:21])[s:15][c:16]23)[cH:7][cH:8]1. Starting materials: ClCC=1C(=NC=CC1)C1=C(C=CC=C1)Cl (3-(chloromethyl)-2-(2-chlorophenyl)pyridine), bis(trifluoroacetic acid), OC=1C(=CC(=NC1)OC)C=O (5-hydroxy-2-methoxypyridine-4-carbaldehyde), C([O-])([O-])=O.[K+].[K+] (potassium carbonate). Procedure: Into a 50-mL round-bottom flask, was placed a solution of 3-(chloromethyl)-2-(2-chlorophenyl)pyridine (309 mg, 1.30 mmol, 1.00 equiv), 5-hydroxy-2-methoxypyridine-4-carbaldehyde (200 mg, 1.31 mmol, 1.00 equiv), and potassium carbonate (361 mg, 2.61 mmol, 1.50 equiv) in CH3CN. (20 mL). The resulting solution was stirred for 4 h at 70° C., and then it was concentrated under vacuum. The residue was purified by prep-HPLC. This resulted in 86.2 mg (11%) of 5-[[2-(2-chlorophenyl)pyridin-3-yl]methoxy]-... Conditions: temperature 70 celsius, time 4 hour. Run in CC#N (CH3CN). Product: ClC1=C(C=CC=C1)C1=NC=CC=C1COC=1C(=CC(=NC1)OC)C=O (5-[[2-(2-chlorophenyl)pyridin-3-yl]methoxy]-2-methoxypyridine-4-carbaldehyde). As a reaction SMILES: Cl[CH2:2][C:3]1[C:4]([C:9]2[CH:14]=[CH:13][CH:12]=[CH:11][C:10]=2[Cl:15])=[N:5][CH:6]=[CH:7][CH:8]=1.[OH:16][C:17]1[C:18]([CH:25]=[O:26])=[CH:19][C:20]([O:23][CH3:24])=[N:21][CH:22]=1.C(=O)([O-])[O-].[K+].[K+]>CC#N>[Cl:15][C:10]1[CH:11]=[CH:12][CH:13]=[CH:14][C:9]=1[C:4]1[C:3]([CH2:2][O:16][C:17]2[C:18]([CH:25]=[O:26])=[CH:19][C:20]([O:23][CH3:24])=[N:21][CH:22]=2)=[CH:8][CH:7]=[CH:6][N:5]=1 |f:2.3.4|. Starting materials: Br[Si](C)(C)C (bromotrimethylsilane), C1(CCCCC1)NC1=C(C=C2C(C(=CN(C2=C1)C(CC)CC)/C=C/P(OCC)(OCC)=O)=O)F (diethyl {(E)-2-[7-(cyclohexylamino)-1-(1-ethylpropyl)-6-fluoro-4-oxo-1,4-dihydroquinolin-3-yl]vinyl}phosphonate), C(C)O (Ethanol). Run in C(Cl)(Cl)Cl (chloroform). Conditions: time 8 hour. Product: Br.C1(CCCCC1)NC1=C(C=C2C(C(=CN(C2=C1)C(CC)CC)/C=C/P(O)(O)=O)=O)F ({(E)-2-[7-(cyclohexylamino)-1-(1-ethylpropyl)-6-fluoro-4-oxo-1,4-dihydroquinolin-3-yl]vinyl}phosphonic acid hydrobromide). As a reaction SMILES: [CH:1]1([NH:7][C:8]2[CH:17]=[C:16]3[C:11]([C:12](=[O:33])[C:13](/[CH:23]=[CH:24]/[P:25](=[O:32])([O:29]CC)[O:26]CC)=[CH:14][N:15]3[CH:18]([CH2:21][CH3:22])[CH2:19][CH3:20])=[CH:10][C:9]=2[F:34])[CH2:6][CH2:5][CH2:4][CH2:3][CH2:2]1.[Br:35][Si](C)(C)C.C(O)C>C(Cl)(Cl)Cl>[BrH:35].[CH:1]1([NH:7][C:8]2[CH:17]=[C:16]3[C:11]([C:12](=[O:33])[C:13](/[CH:23]=[CH:24]/[P:25](=[O:26])([OH:32])[OH:29])=[CH:14][N:15]3[CH:18]([CH2:19][CH3:20])[CH2:21][CH3:22])=[CH:10][C:9]=2[F:34])[CH2:6][CH2:5][CH2:4][CH2:3][CH2:2]1 |f:4.5|. Procedure: 200 mg of diethyl {(E)-2-[7-(cyclohexylamino)-1-(1-ethylpropyl)-6-fluoro-4-oxo-1,4-dihydroquinolin-3-yl]vinyl}phosphonate was dissolved in 2.0 ml of chloroform, and 0.4 ml of bromotrimethylsilane was added, followed by overnight stirring at room temperature. Ethanol was added to the reaction mixture, followed by concentration under a reduced pressure. Ethyl acetate was added to the resulting residue, and the insoluble materials were collected by filtration to obtain 120 mg of {(E)-2-[7-(cyclohex... Reactants: CCO, CC(OC1CCCCO1)C(O)(Cn1ccnc1)c1ccc(F)cc1F, O=C(O)C(F)(F)F. Product: CC(O)C(O)(Cn1ccnc1)c1ccc(F)cc1F. RXN SMILES: [CH3:33][CH2:34][OH:35].[F:1][c:2]1[c:3]([C:9]([CH2:10][n:11]2[cH:12][n:13][cH:14][cH:15]2)([CH:16]([CH3:17])[O:18][CH:19]2[CH2:20][CH2:21][CH2:22][CH2:23][O:24]2)[OH:25])[cH:4][cH:5][c:6]([F:8])[cH:7]1.[OH:26][C:27]([C:28]([F:29])([F:30])[F:31])=[O:32]>>[F:1][c:2]1[c:3]([C:9]([CH2:10][n:11]2[cH:12][n:13][cH:14][cH:15]2)([CH:16]([CH3:17])[OH:18])[OH:25])[cH:4][cH:5][c:6]([F:8])[cH:7]1. Starting materials: CC(=O)O, C1CCOC1, O=[N+]([O-])c1cc(Oc2ccnc3ccccc23)ccc1O, [Zn]. The product is Nc1cc(Oc2ccnc3ccccc23)ccc1O. Reaction SMILES: [C:22]([OH:23])(=[O:24])[CH3:25].[CH2:26]1[O:27][CH2:28][CH2:29][CH2:30]1.[N+:1]([O-:2])(=[O:3])[c:4]1[c:5]([OH:21])[cH:6][cH:7][c:8]([O:10][c:11]2[cH:12][cH:13][n:14][c:15]3[cH:16][cH:17][cH:18][cH:19][c:20]23)[cH:9]1.[Zn:31]>>[NH2:1][c:4]1[c:5]([OH:21])[cH:6][cH:7][c:8]([O:10][c:11]2[cH:12][cH:13][n:14][c:15]3[cH:16][cH:17][cH:18][cH:19][c:20]23)[cH:9]1. The reactants are C1CCOC1, CN(c1cccc([N+](=O)[O-])c1)S(=O)(=O)c1ccccc1, CO, [Cl-], [NH4+], [Zn]. The product is CN(c1cccc(N)c1)S(=O)(=O)c1ccccc1. As a reaction SMILES: [CH2:25]1[O:26][CH2:27][CH2:28][CH2:29]1.[CH3:1][N:2]([S:3](=[O:4])(=[O:5])[c:6]1[cH:7][cH:8][cH:9][cH:10][cH:11]1)[c:12]1[cH:13][c:14]([N+:18]([O-:19])=[O:20])[cH:15][cH:16][cH:17]1.[CH3:23][OH:24].[Cl-:21].[NH4+:22].[Zn:30]>>[CH3:1][N:2]([S:3](=[O:4])(=[O:5])[c:6]1[cH:7][cH:8][cH:9][cH:10][cH:11]1)[c:12]1[cH:13][c:14]([NH2:18])[cH:15][cH:16][cH:17]1.